From a dataset of the Open Reaction Database (ORD), a public repository of structured organic reaction records. describe an organic reaction: reactants, conditions, products, and yield Reaction SMILES: [F:1][C:2]1[CH:13]=[CH:12][C:5]([NH:6][CH2:7][C:8]([F:11])([F:10])[F:9])=[C:4]([CH3:14])[CH:3]=1.C([O:17][CH:18]=[C:19]([C:25](OCC)=O)[C:20]([O:22][CH2:23][CH3:24])=[O:21])C>>[F:1][C:2]1[CH:13]=[C:12]2[C:5](=[C:4]([CH3:14])[CH:3]=1)[N:6]([CH2:7][C:8]([F:9])([F:10])[F:11])[CH:25]=[C:19]([C:20]([O:22][CH2:23][CH3:24])=[O:21])[C:18]2=[O:17]. Product: FC=1C=C2C(C(=CN(C2=C(C1)C)CC(F)(F)F)C(=O)OCC)=O (6-fluoro-1,4-dihydro-8-methyl-4-oxo-1-(2,2,2-trifluoroethyl)-3-quinolinecarboxylic acid, ethyl ester). Reactants: polyphosphoric acid, FC1=CC(=C(NCC(F)(F)F)C=C1)C (4-fluoro-2-methyl-N-(2,2,2-trifluoroethyl)aniline), C(C)OC=C(C(=O)OCC)C(=O)OCC (diethyl ethoxymethylenemalonate), ice. Procedure details: A mixture of 66.1 g of 4-fluoro-2-methyl-N-(2,2,2-trifluoroethyl)aniline and 75.0 g of diethyl ethoxymethylenemalonate was heated at 160° for 20 hours. Eight hundred grams of polyphosphoric acid (ca. 400 ml) was added and the resulting mixture heated at 105°-115° for 20 minutes. The hot reaction mass was poured onto 1 kg of cracked ice to hydrolyze the polyphosphoric acid; the resulting solid was filtered and recrystallized from acetonitrile to yield 45.2 g of 6-fluoro-1,4-dihydro-8-methyl-4-oxo... The yield is 42.8%. Run in polyphosphoric acid.